From a dataset of the Open Reaction Database (ORD), a public repository of structured organic reaction records. describe an organic reaction: reactants, conditions, products, and yield Reactants: CN(C1(CCC(CC1)CC(=O)NCCCCC1=CNC2=CC=CC=C12)C1=CC=CC=C1)C (2-(4-Dimethylamino-4-phenylcyclohexyl)-N-[4-(1H-indol-3-yl)butyl]acetamide), Cl[Si](C)(C)C (chlorotrimethylsilane). Run in CC(=O)CC (ethyl methyl ketone). Reaction conditions: time 1.5 hour. Yields the product Cl.CN(C1(CCC(CC1)CC(=O)NCCCCC1=CNC2=CC=CC=C12)C1=CC=CC=C1)C (2-(4-Dimethylamino-4-phenylcyclohexyl)-N-[4-(1H-indol-3-yl)butyl]acetamide hydrochloride). The yield is 65.0%. As a reaction SMILES: [CH3:1][N:2]([CH3:32])[C:3]1([C:26]2[CH:31]=[CH:30][CH:29]=[CH:28][CH:27]=2)[CH2:8][CH2:7][CH:6]([CH2:9][C:10]([NH:12][CH2:13][CH2:14][CH2:15][CH2:16][C:17]2[C:25]3[C:20](=[CH:21][CH:22]=[CH:23][CH:24]=3)[NH:19][CH:18]=2)=[O:11])[CH2:5][CH2:4]1.[Cl:33][Si](C)(C)C>CC(CC)=O>[ClH:33].[CH3:32][N:2]([CH3:1])[C:3]1([C:26]2[CH:27]=[CH:28][CH:29]=[CH:30][CH:31]=2)[CH2:4][CH2:5][CH:6]([CH2:9][C:10]([NH:12][CH2:13][CH2:14][CH2:15][CH2:16][C:17]2[C:25]3[C:20](=[CH:21][CH:22]=[CH:23][CH:24]=3)[NH:19][CH:18]=2)=[O:11])[CH2:7][CH2:8]1 |f:3.4|. Procedure details: 2-(4-Dimethylamino-4-phenylcyclohexyl)-N-[4-(1H-indol-3-yl)butyl]acetamide (58 mg, 0.142 mmol) was dissolved in ethyl methyl ketone with gentle heating and chlorotrimethylsilane (0.027 ml, 0.213 mmol) was added. After 1.5 h it was possible to obtain the hydrochloride as a colourless solid in a yield of 65% (43 mg) with an m.p. of 165-174° C. Reactants: N#Cc1ccccc1N, O, Cc1ccc(S(=O)(=O)Cl)cc1, c1ccncc1. Product: Cc1ccc(S(=O)(=O)Nc2ccccc2C#N)cc1. As a reaction SMILES: [NH2:1][c:2]1[c:3]([C:4]#[N:5])[cH:6][cH:7][cH:8][cH:9]1.[OH2:21].[c:10]1([CH3:20])[cH:11][cH:12][c:13]([S:16](=[O:17])(=[O:18])[Cl:19])[cH:14][cH:15]1.[cH:22]1[cH:23][cH:24][n:25][cH:26][cH:27]1>>[NH:1]([c:2]1[c:3]([C:4]#[N:5])[cH:6][cH:7][cH:8][cH:9]1)[S:16]([c:13]1[cH:12][cH:11][c:10]([CH3:20])[cH:15][cH:14]1)(=[O:17])=[O:18]. Reactants: O=C([O-])[O-], COS(=O)(=O)OC, CN(C)C=O, [K+], [K+], O, Cc1ccccc1Oc1cccc(C=O)c1O. Product: COc1c(C=O)cccc1Oc1ccccc1C. Reaction SMILES: [C:25](=[O:26])([O-:27])[O-:28].[CH3:18][O:19][S:20]([O:21][CH3:22])(=[O:23])=[O:24].[CH3:31][N:32]([CH3:33])[CH:34]=[O:35].[K+:29].[K+:30].[OH2:36].[OH:1][c:2]1[c:3]([CH:4]=[O:5])[cH:6][cH:7][cH:8][c:9]1[O:10][c:11]1[c:12]([CH3:17])[cH:13][cH:14][cH:15][cH:16]1>>[O:1]([c:2]1[c:3]([CH:4]=[O:5])[cH:6][cH:7][cH:8][c:9]1[O:10][c:11]1[c:12]([CH3:17])[cH:13][cH:14][cH:15][cH:16]1)[CH3:18]. Reactants: C[Si](C)(C)C=[N+]=[N-] (trimethylsilyldiazomethane), C[Li] (methyl lithium), C(C)(=O)O (Acetic acid), C(C)(C)(C)OC(=O)N1CC(C1)(F)C1=CC=C(C=C1)C(CC(C(F)(F)F)(O)C1=CC(=CC(=C1)Cl)Cl)=O (3-{4-[3-(3,5-dichloro-phenyl)-4,4,4-trifluoro-3-hydroxy-butyryl]-phenyl}-3-fluoro-azetidine-1-carboxylic acid tert-butyl ester), C(C)(C)(C)OC(=O)N1CC(C1)(F)C1=CC=C(C=C1)C(CC(C(F)(F)F)(O)C1=CC(=CC(=C1)Cl)Cl)=O (3-{4-[3-(3,5-dichloro-phenyl)-4,4,4-trifluoro-3-hydroxy-butyryl]-phenyl}-3-fluoro-azetidine-1-carboxylic acid tert-butyl ester), CCCC[N+](CCCC)(CCCC)CCCC.[F-] (TBAF). Run in COCCOC (1,2-dimethoxyethane), COCCOC (DME). Run at time 2 hour. Yields the product C(C)(C)(C)OC(=O)N1CC(C1)(F)C1=CC=C(C=C1)C1=COC(C1)(C(F)(F)F)C1=CC(=CC(=C1)Cl)Cl (3-{4-[5-(3,5-dichloro-phenyl)-5-trifluoromethyl-4,5-dihydro-furan-3-yl]-phenyl}-3-fluoro-azetidine-1-carboxylic acid tert-butyl ester). Isolated yield 9.1%. RXN SMILES: [CH3:1][Si](C=[N+]=[N-])(C)C.C[Li].[C:10]([O:14][C:15]([N:17]1[CH2:20][C:19]([C:22]2[CH:27]=[CH:26][C:25]([C:28](=O)[CH2:29][C:30]([C:36]3[CH:41]=[C:40]([Cl:42])[CH:39]=[C:38]([Cl:43])[CH:37]=3)([OH:35])[C:31]([F:34])([F:33])[F:32])=[CH:24][CH:23]=2)([F:21])[CH2:18]1)=[O:16])([CH3:13])([CH3:12])[CH3:11].C(O)(=O)C.CCCC[N+](CCCC)(CCCC)CCCC.[F-]>COCCOC>[C:10]([O:14][C:15]([N:17]1[CH2:20][C:19]([C:22]2[CH:23]=[CH:24][C:25]([C:28]3[CH2:29][C:30]([C:36]4[CH:41]=[C:40]([Cl:42])[CH:39]=[C:38]([Cl:43])[CH:37]=4)([C:31]([F:32])([F:33])[F:34])[O:35][CH:1]=3)=[CH:26][CH:27]=2)([F:21])[CH2:18]1)=[O:16])([CH3:12])([CH3:13])[CH3:11] |f:4.5|. Procedure: To a stirred solution of trimethylsilyldiazomethane (2M in diethyl ether, 18.64 mL, 37.289 mmol) in 1,2-dimethoxyethane (DME, 100 mL) was added methyl lithium (1.6M in diethyl ether, 23.32 mL, 37.289 mmol) at −78° C. over period of 10 minutes and stirred reaction mixture for 30 minutes at −78° C. Pre-dissolved 3-{4-[3-(3,5-dichloro-phenyl)-4,4,4-trifluoro-3-hydroxy-butyryl]-phenyl}-3-fluoro-azetidine-1-carboxylic acid tert-butyl ester (Example 1, Intermediate 1) (5 g, 9.322 mmol, 1eq.) in DME (5... Reactants: IC=1C(=NN(C1)[C@@H]1CC[C@H](CC1)O)C (trans-4-(4-iodo-3-methyl-1H-pyrazol-1-yl)cyclohexanol), C1CCOC1 (THF), C(C)(C)[Mg]Cl (isopropylmagnesium chloride), C1CCOC1 (THF), COB1OC(C(O1)(C)C)(C)C (2-Methoxy-4,4,5,5-tetramethyl-1,3,2-dioxaborolane). Run at time 30 minute. Product: CC1=NN(C=C1B1OC(C(O1)(C)C)(C)C)[C@@H]1CC[C@H](CC1)O (trans-4-[3-Methyl-4-(4,4,5,5-tetramethyl-1,3,2-dioxaborolan-2-yl)-1H-pyrazol-1-yl]cyclohexanol). RXN SMILES: I[C:2]1[C:3]([CH3:14])=[N:4][N:5]([C@H:7]2[CH2:12][CH2:11][C@H:10]([OH:13])[CH2:9][CH2:8]2)[CH:6]=1.C1COCC1.C([Mg]Cl)(C)C.CO[B:27]1[O:31][C:30]([CH3:33])([CH3:32])[C:29]([CH3:35])([CH3:34])[O:28]1>>[CH3:14][C:3]1[C:2]([B:27]2[O:31][C:30]([CH3:33])([CH3:32])[C:29]([CH3:35])([CH3:34])[O:28]2)=[CH:6][N:5]([C@H:7]2[CH2:12][CH2:11][C@H:10]([OH:13])[CH2:9][CH2:8]2)[N:4]=1. Procedure details: To a solution of trans-4-(4-iodo-3-methyl-1H-pyrazol-1-yl)cyclohexanol (150.0 mg, 0.4900 mmol) in THF (9 mL, 100 mmol) was added 2 M isopropylmagnesium chloride in THF (0.7349 mL, 1.470 mmol) at rt, and the mixture was stirred for 30 min. 2-Methoxy-4,4,5,5-tetramethyl-1,3,2-dioxaborolane (0.3212 mL, 1.960 mmol) was added, and the mixture stirred at rt for 2 h. The reaction was quenched with sat. NH4Cl, and the organic solvent was removed in vacuo. The material was extracted with DCM and water, a... Reactants: CC(C)(C)c1cc2c(F)cccc2[nH]1, [K+], O=[N+]([O-])[O-], O, O=S(=O)(O)O. The product is CC(C)(C)c1cc2c(F)c([N+](=O)[O-])ccc2[nH]1. RXN SMILES: [C:1]([CH3:2])([CH3:3])([CH3:4])[c:5]1[nH:6][c:7]2[cH:8][cH:9][cH:10][c:11]([F:14])[c:12]2[cH:13]1.[K+:19].[N+:15](=[O:16])([O-:17])[O-:18].[OH2:20].[S:21](=[O:22])(=[O:23])([OH:24])[OH:25]>>[C:1]([CH3:2])([CH3:3])([CH3:4])[c:5]1[nH:6][c:7]2[cH:8][cH:9][c:10]([N+:15](=[O:16])[O-:17])[c:11]([F:14])[c:12]2[cH:13]1. Reactants: CCCCN, CCCCNc1cccc2ccccc12, c1ccc(OP(Oc2ccccc2)Oc2ccccc2)cc1, Oc1cccc2ccccc12. Product: CCCCN, Nc1cccc2ccccc12. RXN SMILES: [CH2:34]([CH2:35][CH2:36][CH3:37])[NH2:38].[CH2:39]([CH2:40][CH2:41][CH3:42])[NH:43][c:44]1[cH:45][cH:46][cH:47][c:48]2[cH:49][cH:50][cH:51][cH:52][c:53]12.[P:12]([O:13][c:14]1[cH:15][cH:16][cH:17][cH:18][cH:19]1)([O:20][c:21]1[cH:22][cH:23][cH:24][cH:25][cH:26]1)[O:27][c:28]1[cH:29][cH:30][cH:31][cH:32][cH:33]1.[c:1]1([OH:2])[c:3]2[c:4]([cH:5][cH:6][cH:7][cH:8]2)[cH:9][cH:10][cH:11]1>>[CH2:34]([CH2:35][CH2:36][CH3:37])[NH2:38].[NH2:43][c:44]1[cH:45][cH:46][cH:47][c:48]2[cH:49][cH:50][cH:51][cH:52][c:53]12.